From a dataset of the Open Reaction Database (ORD), a public repository of structured organic reaction records. describe an organic reaction: reactants, conditions, products, and yield Reported procedure: 26.6 Grams of 6-bromo-4-hydroxy-2,3,8-trimethylquinoline synthesized in the same way as that described in Example 1 was suspended in 70 ml of dimethylformamide, to which 4.4 g of 60% sodium hydride was added under cooling with ice and then the mixture was stirred at room temperature for 30 minutes. 19 Grams of benzyl bromide was added dropwise to the reaction mixture under cooling with ice and the mixture was allowed to react at room temperature overnight. After 50 ml of water was added, the rea... The reactants are BrC=1C=C2C(=C(C(=NC2=C(C1)C)C)C)O (6-bromo-4-hydroxy-2,3,8-trimethylquinoline), O (water), [H-].[Na+] (sodium hydride), C(C1=CC=CC=C1)Br (benzyl bromide). As a reaction SMILES: [Br:1][C:2]1[CH:3]=[C:4]2[C:9](=[C:10]([CH3:12])[CH:11]=1)[N:8]=[C:7]([CH3:13])[C:6]([CH3:14])=[C:5]2[OH:15].[H-].[Na+].[CH2:18](Br)[C:19]1[CH:24]=[CH:23][CH:22]=[CH:21][CH:20]=1.O>CN(C)C=O>[CH2:18]([O:15][C:5]1[C:4]2[C:9](=[C:10]([CH3:12])[CH:11]=[C:2]([Br:1])[CH:3]=2)[N:8]=[C:7]([CH3:13])[C:6]=1[CH3:14])[C:19]1[CH:24]=[CH:23][CH:22]=[CH:21][CH:20]=1 |f:1.2|. The product is C(C1=CC=CC=C1)OC1=C(C(=NC2=C(C=C(C=C12)Br)C)C)C (4-benzyloxy-6-bromo-2,3,8-trimethylquinoline). Solvent: CN(C=O)C (dimethylformamide). Reaction conditions: time 30 minute. Starting materials: O (H2O), ClC1=CC=C(C[C@H](N)C(=O)N)C=C1 (4-chlorophenylalanineamide), Cl (hydrochloride), [H-].[H-].[H-].[H-].[Li+].[Al+3] (LiAlH4). Solvent: O1CCCC1 (tetrahydrofuran). Product: NCC(CC1=CC=C(C=C1)Cl)N (1,2-Diamino-3-(4-chlorophenyl)propane). As a reaction SMILES: [Cl:1][C:2]1[CH:13]=[CH:12][C:5]([CH2:6][C@@H:7]([C:9]([NH2:11])=O)[NH2:8])=[CH:4][CH:3]=1.Cl.[H-].[H-].[H-].[H-].[Li+].[Al+3].O>O1CCCC1>[NH2:11][CH2:9][CH:7]([NH2:8])[CH2:6][C:5]1[CH:12]=[CH:13][C:2]([Cl:1])=[CH:3][CH:4]=1 |f:2.3.4.5.6.7|. Procedure details: 0.1 mole (20 grams) of 4-chlorophenylalanineamide or hydrochloride were added in small portions to a well stirred suspension of 0.3 mole of LiAlH4 in 250 ml of dry tetrahydrofuran. The mixture was stirred for 24 hours under reflux and subsequently under ice cooling hydrolyzed dropwise with 1.2 moles of H2O. After stirring at room temperature for an additional hour it was filtered off from the hydrolysis products accumulating as a slime-like solid. This residue was extracted for 24 hours with 127... The product is [Br-].OC(C12CC[N+](CC1)(CC2)CCOCC2=CC=CC=C2)(C2=CC(=CC=C2)OC)C2=CC(=CC=C2)OC (4-(hydroxy{bis[3-(methyloxy)phenyl]}methyl)-1-{2-[(phenylmethyl)oxy]ethyl}-1-azoniabicyclo[2.2.2]octane bromide). Isolated yield 33.8%. Procedure details: Following the general procedure outlined in Example 3, 1-azabicyclo[2.2.2]oct-4-yl{bis[3-(methyloxy)phenyl]}methanol (0.0538 g, 0.152 mmol) and 2-bromoethyl phenylmethyl ether (0.0361 mL, 0.228 mmol) in 2 CH3CN/3 CHCl3 (4.0 mL) were reacted to give the desired product (0.0292 g, 33.8%). EI-MS m/z 488(M+) Rt (2.03 min). Starting materials: N12CCC(CC1)(CC2)C(O)(C2=CC(=CC=C2)OC)C2=CC(=CC=C2)OC (1-azabicyclo[2.2.2]oct-4-yl{bis[3-(methyloxy)phenyl]}methanol), C1(=CC=CC=C1)COCCBr (2-bromoethyl phenylmethyl ether). Solvent: CC#N (CH3CN). As a reaction SMILES: [N:1]12[CH2:8][CH2:7][C:4]([C:9]([C:19]3[CH:24]=[CH:23][CH:22]=[C:21]([O:25][CH3:26])[CH:20]=3)([C:11]3[CH:16]=[CH:15][CH:14]=[C:13]([O:17][CH3:18])[CH:12]=3)[OH:10])([CH2:5][CH2:6]1)[CH2:3][CH2:2]2.[C:27]1([CH2:33][O:34][CH2:35][CH2:36][Br:37])[CH:32]=[CH:31][CH:30]=[CH:29][CH:28]=1>CC#N>[Br-:37].[OH:10][C:9]([C:19]1[CH:24]=[CH:23][CH:22]=[C:21]([O:25][CH3:26])[CH:20]=1)([C:11]1[CH:16]=[CH:15][CH:14]=[C:13]([O:17][CH3:18])[CH:12]=1)[C:4]12[CH2:5][CH2:6][N+:1]([CH2:36][CH2:35][O:34][CH2:33][C:27]3[CH:32]=[CH:31][CH:30]=[CH:29][CH:28]=3)([CH2:2][CH2:3]1)[CH2:8][CH2:7]2 |f:3.4|. Reactants: BrC=1C2=C(C=NC1)C(CC2)NS(=O)(=O)CC ((rac)-N-(4-bromo-6,7-dihydro-5H-cyclopenta[c]pyridin-7-yl)ethanesulfonamide), FC(C1=CC=C(C=C1)B(O)O)(F)F (4-(trifluoromethyl)phenylboronic acid). Product: FC(C1=CC=C(C=C1)C=1C2=C(C=NC1)C(CC2)NS(=O)(=O)CC)(F)F ((rac)-N-(4-(4-(Trifluoromethyl)phenyl)-6,7-dihydro-5H-cyclopenta[c]pyridin-7-yl)ethanesulfonamide). Yield: 79.0%. RXN SMILES: Br[C:2]1[C:3]2[CH2:10][CH2:9][CH:8]([NH:11][S:12]([CH2:15][CH3:16])(=[O:14])=[O:13])[C:4]=2[CH:5]=[N:6][CH:7]=1.[F:17][C:18]([F:29])([F:28])[C:19]1[CH:24]=[CH:23][C:22](B(O)O)=[CH:21][CH:20]=1>>[F:17][C:18]([F:29])([F:28])[C:19]1[CH:24]=[CH:23][C:22]([C:2]2[C:3]3[CH2:10][CH2:9][CH:8]([NH:11][S:12]([CH2:15][CH3:16])(=[O:14])=[O:13])[C:4]=3[CH:5]=[N:6][CH:7]=2)=[CH:21][CH:20]=1. Procedure: In analogy to the procedure described for the preparation of example 1, (rac)-N-(4-bromo-6,7-dihydro-5H-cyclopenta[c]pyridin-7-yl)ethanesulfonamide (intermediate A-7) was reacted with 4-(trifluoromethyl)phenylboronic acid to give the title compound as grey solid in 79% yield. MS: 371.1 (M+H+). Reactants: C(C)NC(C)C (Ethylisopropylamine), C1(=CC=CC=C1)C (toluene), C(C(C)(C)C)(=O)Cl (pivaloyl chloride), [OH-].[Na+] (NaOH), resultant mixture. Run in C(C)O (ethanol), C(C)N(CC)CC (triethylamine). Run at temperature 2.5 celsius, time 2 hour. The product is C(C)N(C(C1=CC(=CC(=C1)C)O)=O)C(C)C (N-Ethyl-3-hydroxy-N-isopropyl-5-methylbenzamide). As a reaction SMILES: [C:1]1([CH3:7])[CH:6]=[CH:5]C=CC=1.[C:8](Cl)(=[O:13])[C:9](C)([CH3:11])[CH3:10].[CH2:15]([NH:17][CH:18]([CH3:20])[CH3:19])[CH3:16].[OH-:21].[Na+]>C(N(CC)CC)C.C(O)C>[CH2:15]([N:17]([CH:18]([CH3:20])[CH3:19])[C:8](=[O:13])[C:9]1[CH:11]=[C:1]([CH3:7])[CH:6]=[C:5]([OH:21])[CH:10]=1)[CH3:16] |f:3.4|. Procedure details: To a cooled (<5° C.) suspension of 3-hydroxy-5-methylbenzoic acid1 (50 g) in triethylamine (100 g) and toluene (500 ml) under nitrogen, was added pivaloyl chloride (97.2 ml), and the resultant mixture was stirred at 0-5° C. for 2 h. Ethylisopropylamine (55.7 ml) was added, the reaction mixture was stirred at 0-5° C. for 2 h and allowed to reach room temperature. The mixture was washed twice with water and concentrated under reduced pressure to leave a dark oil. This oil was dissolved in ethanol ... Starting materials: O (H2O), C[Si](C)(C)Cl (TMSCl), CN(C)CC1C2CCC(CC1(O)C1=C(C=CC(=C1)O)F)C2 (2-dimethylaminomethyl-3-(2-fluoro-5-hydroxy-phenyl)-bicyclo[3.2.1]octan-3-ol). Run in CC(CC)=O (2-butanone). Reaction conditions: time 3 hour. Yields the product Cl.CN(C)CC1C2CCC(CC1(O)C1=C(C=CC(=C1)O)F)C2 (2-dimethylaminomethyl-3-(2-fluoro-5-hydroxy-phenyl)-bicyclo[3.2.1]octan-3-ol hydrochloride). The yield is 83.4%. RXN SMILES: O.C[Si]([Cl:6])(C)C.[CH3:7][N:8]([CH2:10][CH:11]1[C:17]([C:19]2[CH:24]=[C:23]([OH:25])[CH:22]=[CH:21][C:20]=2[F:26])([OH:18])[CH2:16][CH:15]2[CH2:27][CH:12]1[CH2:13][CH2:14]2)[CH3:9]>CC(=O)CC>[ClH:6].[CH3:9][N:8]([CH2:10][CH:11]1[C:17]([C:19]2[CH:24]=[C:23]([OH:25])[CH:22]=[CH:21][C:20]=2[F:26])([OH:18])[CH2:16][CH:15]2[CH2:27][CH:12]1[CH2:13][CH2:14]2)[CH3:7] |f:4.5|. Procedure details: Add H2O (175.1 mg, 9.73 mmol) and TMSCl (1.057 g, 9.73 mmol) to a solution of 2-dimethylaminomethyl-3-(2-fluoro-5-hydroxy-phenyl)-bicyclo[3.2.1]octan-3-ol (2.38 g, 8.11 mmol) in 2-butanone (60 mL). Stir the reaction mixture at ambient temperature for 3 hours. After removal solvent by evaporation, wash the residue with EtOAc to give 2-dimethylaminomethyl-3-(2-fluoro-5-hydroxy-phenyl)-bicyclo[3.2.1]octan-3-ol hydrochloride as white solid (2.23 g, Yield: 83.5%). 1H NMR (400 MHz, D2O) δ 6.89-6.93 (m... Reactants: CCO, CCOC(C)=O, O=[N+]([O-])c1ccc(F)c(-c2cccnc2)c1, [H][H]. RXN SMILES: [CH3:19][CH2:20][OH:21].[CH3:22][CH2:23][O:24][C:25]([CH3:26])=[O:27].[F:1][c:2]1[c:3](-[c:11]2[cH:12][n:13][cH:14][cH:15][cH:16]2)[cH:4][c:5]([N+:8]([O-:9])=[O:10])[cH:6][cH:7]1.[H:17][H:18]>>[F:1][c:2]1[c:3](-[c:11]2[cH:12][n:13][cH:14][cH:15][cH:16]2)[cH:4][c:5]([NH2:8])[cH:6][cH:7]1. Product: Nc1ccc(F)c(-c2cccnc2)c1. Starting materials: NC=1C=C(C(=O)OCC)C=CC1O (ethyl 3-amino-4-hydroxybezoate), C(C1=CC=CC=C1)(=O)C=1C(N(C(N(C1CBr)C)=O)C)=O (5-Benzoyl-6-(bromomethyl)-1,3-dimethylpyrimidine-2,4(1H,3H)-dione). Run in C(C)O (ethanol). Run at time 2 hour. Product: CN1C(N(C(C=2C1=CN(C2C2=CC=CC=C2)C=2C=C(C(=O)OCC)C=CC2O)=O)C)=O (Ethyl 3-(1,3-dimethyl-2,4-dioxo-5-phenyl-3,4-dihydro-1H-pyrrolo[3,4-d]pyrimidin-6(2H)-yl)-4-hydroxybenzoate). The yield is 98.4%. As a reaction SMILES: [NH2:1][C:2]1[CH:3]=[C:4]([CH:10]=[CH:11][C:12]=1[OH:13])[C:5]([O:7][CH2:8][CH3:9])=[O:6].[C:14]([C:22]1[C:23](=[O:33])[N:24]([CH3:32])[C:25](=[O:31])[N:26]([CH3:30])[C:27]=1[CH2:28]Br)(=O)[C:15]1[CH:20]=[CH:19][CH:18]=[CH:17][CH:16]=1>C(O)C>[CH3:30][N:26]1[C:27]2=[CH:28][N:1]([C:2]3[CH:3]=[C:4]([CH:10]=[CH:11][C:12]=3[OH:13])[C:5]([O:7][CH2:8][CH3:9])=[O:6])[C:14]([C:15]3[CH:16]=[CH:17][CH:18]=[CH:19][CH:20]=3)=[C:22]2[C:23](=[O:33])[N:24]([CH3:32])[C:25]1=[O:31]. Reported procedure: In a 100 mL round bottom flask ethyl 3-amino-4-hydroxybezoate (1.10 g, 6.07 mmol) and 4a (1.00 g, 2.98 mmol) were refluxed in ethanol (50 mL). After 2 h, the condenser was rearranged for distillation and ethanol (25 mL) was distilled off. The resulting solution was slowly poured into a vigorously stirred solution of ice cold water (200 mL) and citric acid (50 mg) giving a pink solid precipitate. The mixture was stirred for 10 min and then the solid was collected by filtration and rinsed with col... The yield is 70.5%. Yields the product ClC1=NC=CC=C1OCC (2-Chloro-3-ethoxy-pyridine). RXN SMILES: [CH2:1]([O:3][C:4]1[C:5](O)=[N:6][CH:7]=[CH:8][CH:9]=1)[CH3:2].C(N(CC)C1C=CC=CC=1)C.P(Cl)(Cl)([Cl:24])=O>O>[Cl:24][C:5]1[C:4]([O:3][CH2:1][CH3:2])=[CH:9][CH:8]=[CH:7][N:6]=1. Reactants: C(C)OC=1C(=NC=CC1)O (3-ethoxy-pyridin-2-ol), C(C)N(C1=CC=CC=C1)CC (N,N-diethylaniline), P(=O)(Cl)(Cl)Cl (phosphorus oxychloride). The solvent is O (water). Run at temperature 150 celsius. Reported procedure: A mixture of 3-ethoxy-pyridin-2-ol (4.0 g, 28.8 mmol, 1.0 equiv), N,N-diethylaniline (4.61 mL, 4.29 g, 28.8 mmol, 1.0 equiv) and phosphorus oxychloride (2.62 mL, 4.41 g, 28.8 mmol, 1.0 equiv) was heated to 150° C. under microwave irradiation for 20 min. The crude reaction mixture was poured into water (100 mL), the solution adjusted to pH 7 and extracted with dichloromethane (3×100 mL). The combined organic phases were dried over MgSO4, the solvent removed by evaporation under reduced pressure a...